This data is from the Open Reaction Database (ORD), a public repository of structured organic reaction records. The task is: describe an organic reaction: reactants, conditions, products, and yield Reactants: CC1(C)OBOC1(C)C, Cc1ccccc1, ClC1=CCCC=CCC1, C=Cc1cccc(F)c1, O, [Rh+]. Yields the product CC1(C)OB(C=Cc2cccc(F)c2)OC1(C)C. Reaction SMILES: [CH3:1][C:2]1([CH3:9])[O:3][BH:4][O:5][C:6]1([CH3:7])[CH3:8].[CH3:20][c:21]1[cH:22][cH:23][cH:24][cH:25][cH:26]1.[Cl:28][C:29]1=[CH:36][CH2:35][CH2:34][CH:33]=[CH:32][CH2:31][CH2:30]1.[F:10][c:11]1[cH:12][c:13]([CH:14]=[CH2:15])[cH:16][cH:17][cH:18]1.[OH2:19].[Rh+:27]>>[CH3:1][C:2]1([CH3:9])[O:3][B:4]([CH:15]=[CH:14][c:13]2[cH:12][c:11]([F:10])[cH:18][cH:17][cH:16]2)[O:5][C:6]1([CH3:7])[CH3:8].